Dataset: the Open Reaction Database (ORD), a public repository of structured organic reaction records. Task: describe an organic reaction: reactants, conditions, products, and yield Starting materials: C1(CCCCCC1)=O (cycloheptanone), CC(C)([O-])C.[K+] (potassium tert-butoxide), ClCCCCCI (1-chloro-5-iodopentane). Solvent: C1CCOC1 (THF), C1CCOC1 (THF), CCOCC (ether). Reaction conditions: time 16 hour. Yields the product C1CCCCC12C(CCCCC2)=O (spiro[5.6]dodecan-7-one). RXN SMILES: [C:1]1(=[O:8])[CH2:7][CH2:6][CH2:5][CH2:4][CH2:3][CH2:2]1.CC(C)([O-])C.[K+].Cl[CH2:16][CH2:17][CH2:18][CH2:19][CH2:20]I>C1COCC1.CCOCC>[CH2:16]1[C:2]2([CH2:3][CH2:4][CH2:5][CH2:6][CH2:7][C:1]2=[O:8])[CH2:20][CH2:19][CH2:18][CH2:17]1 |f:1.2|. Procedure details: To a solution of cycloheptanone (2.1 mL, 17.83 mmol) and potassium tert-butoxide (2.60 g, 23.18 mmol) in THF (10 mL) was dropwise added a solution of 1-chloro-5-iodopentane (2.74 mL, 19.61 mmol) in THF (10 mL). The mixture was stirred at ambient temperature for 16 hours. It was then diluted with ether (200 mL), washed with saturated NH4Cl and brine, dried with MgSO4, and concentrated under reduced pressure. The resulting residue was chromatographed on silica gel (95:5 hexane-EtOAc, eluant) to pr... Product: ClC1=CC=C(C=C1)NC(=O)O[C@@H](C(=O)O)C1=CC=CC=C1 ((R)-(4-chlorophenylcarbamoyloxy)phenylacetic acid). Reactants: 1.1, C(CCCCCCCCCCC)(=O)[O-].C(CCCCCCCCCCC)(=O)[O-].C(CCC)[Sn+2]CCCC (dibutyltin dilaurate), C([C@H](O)C1=CC=CC=C1)(=O)O ((R)-mandelic acid), ClC1=CC=C(C=C1)N=C=O (4-chlorophenyl isocyanate), O (water). Run at time 24 hour. Reported procedure: 1.1 400 mg (0.63 mmol) of dibutyltin dilaurate are added to a solution of 10.0 g (65.7 mmol) of (R)-mandelic acid and 10.0 g (65.1 mmol) of 4-chlorophenyl isocyanate in 100 ml of dichloromethane, and the mixture is stirred at room temperature for 24 hours. The reaction mixture is introduced into water and extracted with ethyl acetate. The organic phase is evaporated, giving (R)-(4-chlorophenylcarbamoyloxy)phenylacetic acid as a colourless solid; ESI 306. Run in ClCCl (dichloromethane). As a reaction SMILES: C([O-])(=O)CCCCCCCCCCC.C([O-])(=O)CCCCCCCCCCC.C([Sn+2]CCCC)CCC.[C:38]([OH:48])(=[O:47])[C@@H:39]([C:41]1[CH:46]=[CH:45][CH:44]=[CH:43][CH:42]=1)[OH:40].[Cl:49][C:50]1[CH:55]=[CH:54][C:53]([N:56]=[C:57]=[O:58])=[CH:52][CH:51]=1.O>ClCCl>[Cl:49][C:50]1[CH:55]=[CH:54][C:53]([NH:56][C:57]([O:40][C@H:39]([C:41]2[CH:46]=[CH:45][CH:44]=[CH:43][CH:42]=2)[C:38]([OH:48])=[O:47])=[O:58])=[CH:52][CH:51]=1 |f:0.1.2|. The reactants are Cc1cccc2c1Oc1ccccc1N2C(C)c1ccccc1, CCOC(C)=O, CCO, [H][H]. The product is Cc1cccc2c1Oc1ccccc1N2. Reaction SMILES: [CH3:1][c:2]1[cH:3][cH:4][cH:5][c:6]2[c:15]1[O:14][c:13]1[c:8]([cH:9][cH:10][cH:11][cH:12]1)[N:7]2[CH:16]([c:17]1[cH:18][cH:19][cH:20][cH:21][cH:22]1)[CH3:23].[CH3:26][CH2:27][O:28][C:29](=[O:30])[CH3:31].[CH3:32][CH2:33][OH:34].[H:24][H:25]>>[CH3:1][c:2]1[cH:3][cH:4][cH:5][c:6]2[c:15]1[O:14][c:13]1[c:8]([cH:9][cH:10][cH:11][cH:12]1)[NH:7]2. The reactants are COC=1C=CC2=C(C=C(O2)C=2SC=3NCCCCC3N2)C1 (2-(5-methoxybenzofuran-2-yl)-4,5,6,7-tetrahydro-8H-thiazolo[5,4-b]azepine), N1=CC=CC=C1 (pyridine), C(C)(=O)Cl (acetyl chloride). Solvent: CN(C=O)C (N,N-dimethylformamide), ClCCl (dichloromethane), [Cl-].[Na+].O (brine). Run at time 2 hour. Yields the product C(C)(=O)C1C2=C(NCCC1)SC(=N2)C=2OC1=C(C2)C=C(C=C1)OC (8-acetyl-2-(5-methoxybenzofuran-2-yl) 4,5,6,7-tetrahydro-8H-thiazolo[5,4-b]azepine). Yield: 72.2%. RXN SMILES: [CH3:1][O:2][C:3]1[CH:4]=[CH:5][C:6]2[O:10][C:9]([C:11]3[S:12][C:13]4[NH:14][CH2:15][CH2:16][CH2:17][CH2:18][C:19]=4[N:20]=3)=[CH:8][C:7]=2[CH:21]=1.N1C=CC=CC=1.[C:28](Cl)(=[O:30])[CH3:29]>CN(C)C=O.ClCCl.[Cl-].[Na+].O>[C:28]([CH:18]1[CH2:17][CH2:16][CH2:15][NH:14][C:13]2[S:12][C:11]([C:9]3[O:10][C:6]4[CH:5]=[CH:4][C:3]([O:2][CH3:1])=[CH:21][C:7]=4[CH:8]=3)=[N:20][C:19]1=2)(=[O:30])[CH3:29] |f:5.6.7|. Reported procedure: To a cooled solution of 2-(5-methoxybenzofuran-2-yl)-4,5,6,7-tetrahydro-8H-thiazolo[5,4-b]azepine (1.3 g) and pyridine (0.65 ml) in N,N-dimethylformamide (20 ml), a solution of acetyl chloride (0.41 g) in dichloromethane (2 ml) was added dropwise below 10° C. After being stirred for 2 hours, the resulting mixture was poured into brine and extracted with ethyl acetate. The organic layer was washed with brine, dried over magnesium sulfate and concentrated under reduced pressure to give a syrup, wh... Starting materials: BrC=1C=C(C=CC1)C1=NCC(N(C2=C1C=C(C(=C2)OC)OC)CC)=O (5-(3-bromophenyl)-1-ethyl-7,8-dimethoxy-1,3-dihydro-2H-1,4-benzodiazepin-2-one), C(C#C)OCC1=CC=CC=C1 ([(prop-2-ynyloxy)methyl]benzene), C1(=CC=CC=C1)C#C (phenylacetylene). Yields the product C(C)N1C(CN=C(C2=C1C=C(C(=C2)OC)OC)C2=CC(=CC=C2)C#CC2=CC=CC=C2)=O (1-ethyl-7,8-dimethoxy-5-[3-(phenylethynyl)phenyl]-1,3-dihydro-2H-1,4-benzodiazepin-2-one). Yield: 33.0%. As a reaction SMILES: Br[C:2]1[CH:3]=[C:4]([C:8]2[C:14]3[CH:15]=[C:16]([O:21][CH3:22])[C:17]([O:19][CH3:20])=[CH:18][C:13]=3[N:12]([CH2:23][CH3:24])[C:11](=[O:25])[CH2:10][N:9]=2)[CH:5]=[CH:6][CH:7]=1.C(OCC1C=CC=CC=1)C#C.[C:37]1([C:43]#[CH:44])[CH:42]=[CH:41][CH:40]=[CH:39][CH:38]=1>>[CH2:23]([N:12]1[C:13]2[CH:18]=[C:17]([O:19][CH3:20])[C:16]([O:21][CH3:22])=[CH:15][C:14]=2[C:8]([C:4]2[CH:5]=[CH:6][CH:7]=[C:2]([C:44]#[C:43][C:37]3[CH:42]=[CH:41][CH:40]=[CH:39][CH:38]=3)[CH:3]=2)=[N:9][CH2:10][C:11]1=[O:25])[CH3:24]. Procedure details: By replacing 5-(4-bromophenyl)-1-ethyl-7,8-dimethoxy-1,3-dihydro-2H-1,4-benzodiazepin-2-one (IIbl) in example IIbn by 5-(3-bromophenyl)-1-ethyl-7,8-dimethoxy-1,3-dihydro-2H-1,4-benzodiazepin-2-one (IIbm), and [(prop-2-ynyloxy)methyl]benzene by phenylacetylene, and proceeding in the same manner, the abovenamed product is obtained. Yield: 33%. M: 100–102° C. 1H-NMR (CDCl3, 200 MHz): d 1.13 (s, 3H, CH3), 3.51–3.82 (m, 5H, 1H NCH2+1H CH2+OCH3), 3.97 (s, 3H, OCH3), 4.24–4.34 (m, 1H, NCH2), 4.74–4.80 ... Reactants: BrC=1C=C(C=C)C=CC1 (3-bromostyrene), ClC=1C=C(C(=O)OO)C=CC1 (3-Chloroperoxybenzoic acid). Run in C(Cl)Cl (CH2Cl2). Reaction conditions: time 18 hour. The product is BrC=1C=C(C2CO2)C=CC1 (3-Bromostyrene oxide). Yield: 73.6%. RXN SMILES: [Br:1][C:2]1[CH:3]=[C:4]([CH:7]=[CH:8][CH:9]=1)[CH:5]=[CH2:6].ClC1C=C(C=CC=1)C(OO)=[O:15]>C(Cl)Cl>[Br:1][C:2]1[CH:3]=[C:4]([CH:7]=[CH:8][CH:9]=1)[CH:5]1[O:15][CH2:6]1. Procedure: A solution of 3-bromostyrene (1.0 g, 5.46 mmol) in CH2Cl2 (10 mL) was cooled in an ice bath. 3-Chloroperoxybenzoic acid (57% pure) (1.82 g, 6.01 mmol) was added in one batch and the stirring was continued over 18 h. The reaction mixture was concentrated to a residue and diluted with CCl4 (20 mL). Precipitated m-chlorobenzoic acid was removed by filtration and the filtrate was washed with a 50:50 mixture of 5% aq. NaHCO3 and 5% aq. NaHSO3 (100 mL). The organic extract was dried over Na2SO4 and co... Starting materials: CNC, CN(C)C=O, CCc1nnc2c(Cl)nc3ccccc3n12. Yields the product CCc1nnc2c(N(C)C)nc3ccccc3n12. Reaction SMILES: [CH3:17][NH:18][CH3:19].[CH3:20][N:21]([CH3:22])[CH:23]=[O:24].[Cl:1][c:2]1[c:3]2[n:4]([c:5]3[cH:6][cH:7][cH:8][cH:9][c:10]3[n:11]1)[c:12]([CH2:15][CH3:16])[n:13][n:14]2>>[c:2]1([N:18]([CH3:17])[CH3:19])[c:3]2[n:4]([c:5]3[cH:6][cH:7][cH:8][cH:9][c:10]3[n:11]1)[c:12]([CH2:15][CH3:16])[n:13][n:14]2.